From a dataset of the Open Reaction Database (ORD), a public repository of structured organic reaction records. describe an organic reaction: reactants, conditions, products, and yield The reactants are CC(=O)O, CCOCC, NC(=O)c1nnn(Cc2cc(Cl)c(Sc3ccc(Cl)cc3)c(Cl)c2)c1N, [Na+], [OH-], O, O=C(O)C(F)(F)F, OO. Yields the product NC(=O)c1nnn(Cc2cc(Cl)c(S(=O)c3ccc(Cl)cc3)c(Cl)c2)c1N. As a reaction SMILES: [CH3:38][C:39](=[O:40])[OH:41].[CH3:43][CH2:44][O:45][CH2:46][CH3:47].[NH2:1][c:2]1[c:3]([C:24](=[O:25])[NH2:26])[n:4][n:5][n:6]1[CH2:7][c:8]1[cH:9][c:10]([Cl:23])[c:11]([S:15][c:16]2[cH:17][cH:18][c:19]([Cl:22])[cH:20][cH:21]2)[c:12]([Cl:14])[cH:13]1.[Na+:37].[OH-:36].[OH2:42].[OH:27][C:28]([C:29]([F:30])([F:31])[F:32])=[O:33].[OH:34][OH:35]>>[NH2:1][c:2]1[c:3]([C:24](=[O:25])[NH2:26])[n:4][n:5][n:6]1[CH2:7][c:8]1[cH:9][c:10]([Cl:23])[c:11]([S:15]([c:16]2[cH:17][cH:18][c:19]([Cl:22])[cH:20][cH:21]2)=[O:27])[c:12]([Cl:14])[cH:13]1. Run at temperature 25 celsius, time 8 hour. Procedure: To magnetically stirred N,N-dimethylformamide (2 ml, 25.8 mmol) cooled in ice was added slowly dropwise thionyl chloride (3 ml, 41.1 mmol), and the resulting cold Vilsmeier reagent was diluted with dichloromethane (10 ml). α-Hydroxy-2-nitrobenzenepropanoic acid (2.00 g, 9.47 mmol), followed by an additional 2 ml of dichloromethane was added. The mixture, protected from moisture, was stirred at room temperature (25° C.) overnight. The resulting solution was evaporated to a syrup. The syrup was di... The reactants are CN(C=O)C (N,N-dimethylformamide), C[N+](=CCl)C.[Cl-] (Vilsmeier reagent), S(=O)(Cl)Cl (thionyl chloride), CC1NC(CCC1)C (2,6-dimethylpiperidine), OC(C(=O)O)CC1=C(C=CC=C1)[N+](=O)[O-] (α-Hydroxy-2-nitrobenzenepropanoic acid). Yields the product CC1NC(CCC1)C.ClC(C(=O)O)CC1=C(C=CC=C1)[N+](=O)[O-] (α-Chloro-2-nitrobenzenepropanoic acid 2,6-dimethylpiperidine salt). RXN SMILES: CN(C)C=O.S(Cl)(Cl)=O.C[N+](C)=C[Cl:13].[Cl-].O[CH:17]([CH2:21][C:22]1[CH:27]=[CH:26][CH:25]=[CH:24][C:23]=1[N+:28]([O-:30])=[O:29])[C:18]([OH:20])=[O:19].[CH3:31][CH:32]1[CH2:37][CH2:36][CH2:35][CH:34]([CH3:38])[NH:33]1>ClCCl.CCOCC>[CH3:31][CH:32]1[CH2:37][CH2:36][CH2:35][CH:34]([CH3:38])[NH:33]1.[Cl:13][CH:17]([CH2:21][C:22]1[CH:27]=[CH:26][CH:25]=[CH:24][C:23]=1[N+:28]([O-:30])=[O:29])[C:18]([OH:20])=[O:19] |f:2.3,8.9|. Solvent: ClCCl (dichloromethane), ClCCl (dichloromethane), CCOCC (ether). Starting materials: O=[N+]([O-])c1ccc(F)c(Br)c1, CC(C)(C)OC(=O)n1cccc1B(O)O, O=C([O-])O, COCCOC, [Na+], [Na+], [Na+], O=C([O-])[O-], O. Product: CC(C)(C)OC(=O)n1cccc1-c1cc([N+](=O)[O-])ccc1F. RXN SMILES: [Br:7][c:8]1[cH:9][c:10]([N+:15](=[O:16])[O-:17])[cH:11][cH:12][c:13]1[F:14].[C:18]([CH3:19])([CH3:20])([CH3:21])[O:22][C:23](=[O:24])[n:25]1[c:26]([B:30]([OH:31])[OH:32])[cH:27][cH:28][cH:29]1.[C:33](=[O:34])([OH:35])[O-:36].[CH2:38]([CH2:39][O:40][CH3:41])[O:42][CH3:43].[Na+:1].[Na+:2].[Na+:37].[O-:3][C:4](=[O:5])[O-:6].[OH2:44]>>[c:8]1(-[c:26]2[n:25]([C:23]([O:22][C:18]([CH3:19])([CH3:20])[CH3:21])=[O:24])[cH:29][cH:28][cH:27]2)[cH:9][c:10]([N+:15](=[O:16])[O-:17])[cH:11][cH:12][c:13]1[F:14]. Starting materials: CC(C)(C)OC(=O)N1CCN(CCCN)CC1, C1COCCO1, O=C(NC1CC1)c1cccc2sc(-c3nc(Cl)ncc3F)cc12, CCN(C(C)C)C(C)C. Yields the product CC(C)(C)OC(=O)N1CCN(CCCNc2ncc(F)c(-c3cc4c(C(=O)NC5CC5)cccc4s3)n2)CC1. RXN SMILES: [C:1]([CH3:2])([CH3:3])([CH3:4])[O:5][C:6](=[O:7])[N:8]1[CH2:9][CH2:10][N:11]([CH2:14][CH2:15][CH2:16][NH2:17])[CH2:12][CH2:13]1.[CH2:50]1[O:51][CH2:52][CH2:53][O:54][CH2:55]1.[CH:18]1([NH:21][C:22](=[O:23])[c:24]2[cH:25][cH:26][cH:27][c:28]3[s:29][c:30](-[c:33]4[n:34][c:35]([Cl:40])[n:36][cH:37][c:38]4[F:39])[cH:31][c:32]23)[CH2:19][CH2:20]1.[CH:41]([N:42]([CH:43]([CH3:44])[CH3:45])[CH2:46][CH3:47])([CH3:48])[CH3:49]>>[C:1]([CH3:2])([CH3:3])([CH3:4])[O:5][C:6](=[O:7])[N:8]1[CH2:9][CH2:10][N:11]([CH2:14][CH2:15][CH2:16][NH:17][c:35]2[n:34][c:33](-[c:30]3[s:29][c:28]4[cH:27][cH:26][cH:25][c:24]([C:22]([NH:21][CH:18]5[CH2:19][CH2:20]5)=[O:23])[c:32]4[cH:31]3)[c:38]([F:39])[cH:37][n:36]2)[CH2:12][CH2:13]1.